This data is from the Open Reaction Database (ORD), a public repository of structured organic reaction records. The task is: describe an organic reaction: reactants, conditions, products, and yield Reactants: OC1=CC=C(C=C1)C(=O)C=1C2=C(SC1C1=CC=C(C=C1)OC)C=CC=C2 (2-(4-methoxyphenyl)benzo[b]thiophen-3-yl 4-hydroxyphenyl ketone), Cl.ClCCN1CCCCC1 (1-(2-chloroethyl)piperidine hydrochloride). Yields the product N1(CCCCC1)CCOC1=CC=C(C=C1)C(=O)C=1C2=C(SC1C1=CC=C(C=C1)OC)C=CC=C2 (2-(4-Methoxyphenyl)benzo[b]thiophen-3-yl 4-[2-(1-Piperidyl)ethoxy]phenyl Ketone). Isolated yield 81.0%. Reaction SMILES: [OH:1][C:2]1[CH:7]=[CH:6][C:5]([C:8]([C:10]2[C:11]3[CH:26]=[CH:25][CH:24]=[CH:23][C:12]=3[S:13][C:14]=2[C:15]2[CH:20]=[CH:19][C:18]([O:21][CH3:22])=[CH:17][CH:16]=2)=[O:9])=[CH:4][CH:3]=1.Cl.Cl[CH2:29][CH2:30][N:31]1[CH2:36][CH2:35][CH2:34][CH2:33][CH2:32]1>>[N:31]1([CH2:30][CH2:29][O:1][C:2]2[CH:3]=[CH:4][C:5]([C:8]([C:10]3[C:11]4[CH:26]=[CH:25][CH:24]=[CH:23][C:12]=4[S:13][C:14]=3[C:15]3[CH:20]=[CH:19][C:18]([O:21][CH3:22])=[CH:17][CH:16]=3)=[O:9])=[CH:6][CH:7]=2)[CH2:36][CH2:35][CH2:34][CH2:33][CH2:32]1 |f:1.2|. Reported procedure: The title compound was prepared using 2-(4-methoxyphenyl)benzo[b]thiophen-3-yl 4-hydroxyphenyl ketone and 1-(2-chloroethyl)piperidine hydrochloride in 81% yield by essentially following the same procedures detailed in Example 24, Part B. Reactants: C1(C2=C(C(=O)O1)CCCC2)=O (3,4,5,6-tetrahydrophthalic anhydride), OC=1C(=C(N)C=CC1Cl)Cl (3-hydroxy-2,4-dichloroaniline), C(C)(=O)O (acetic acid). The solvent is O (water). Reaction conditions: time 2 hour. Product: ClC1=C(C=C(C(=C1)Cl)O)N1C(C2=C(C1=O)CCCC2)=O (N-(2,4-dichloro-5-hydroxyphenyl)-3,4,5,6-tetrahydrophthalimide). The yield is 75.0%. As a reaction SMILES: [C:1]1(=[O:11])[O:6][C:4](=O)[C:3]2[CH2:7][CH2:8][CH2:9][CH2:10][C:2]1=2.O[C:13]1[C:14]([Cl:21])=[C:15]([CH:17]=[CH:18][C:19]=1[Cl:20])[NH2:16].C(O)(=[O:24])C>O>[Cl:21][C:14]1[CH:13]=[C:19]([Cl:20])[C:18]([OH:24])=[CH:17][C:15]=1[N:16]1[C:1](=[O:11])[C:2]2[CH2:10][CH2:9][CH2:8][CH2:7][C:3]=2[C:4]1=[O:6]. Procedure details: A mixture of 33.4 g. of 3,4,5,6-tetrahydrophthalic anhydride, 35.6 g. of 3-hydroxy-2,4-dichloroaniline and 130 ml. of glacial acetic acid was refluxed with stirring for 2 hours and the mixture was cooled to a room temperature and water was added to the mixture to precipitate a crystal. The crystal was separated by a filtration and recrystallized from benzene-n-hexane to obtain N-(2,4-dichloro-5-hydroxyphenyl)-3,4,5,6-tetrahydrophthalimide (m.p.: 155°-157° C.: white crystal) (yield: 75%). Starting materials: COC1=CC(=C(CC2=CC=C(O2)C(=O)OC)C(=C1)C)C (methyl 5-(4-methoxy-2,6-dimethylbenzyl)-2-furoate), COC1=C(CC2=CC=C(O2)C(=O)OC)C(=CC(=C1)C)C (methyl 5-(2-methoxy-4,6-dimethylbenzyl)-2-furoate), CC1=C(CC2=CC=C(O2)C(=O)OC)C(=CC(=C1)OCCC(=C)C)C (methyl 5-{2,6-dimethyl-4-[(3-methylbut-3-enyl)oxy]benzyl}-2-furoate), ClCC=C(C)C (1-chloro-3-methylbut-2-ene), CC(C)([O-])C.[K+] (potassium tert-butoxide). Run in CS(=O)C (DMSO), O (water). Conditions: time 3 hour. The product is CC1=C(CC2=CC=C(O2)C(=O)OC)C(=CC(=C1)C)OCCCC(=C)C (methyl 5-{2,4-dimethyl-6-[(4-methylpent-4-enyl)oxy]benzyl}-2-furoate). Isolated yield 64.0%. RXN SMILES: CO[C:3]1C=C(C)[C:6](CC2OC(C(OC)=O)=CC=2)=[C:5]([CH3:20])[CH:4]=1.[CH3:21][O:22][C:23]1[CH:38]=[C:37]([CH3:39])[CH:36]=[C:35]([CH3:40])[C:24]=1[CH2:25][C:26]1[O:30][C:29]([C:31]([O:33][CH3:34])=[O:32])=[CH:28][CH:27]=1.ClCC=C(C)C.CC(C)([O-])C.[K+].CC1C=C(OCCC(C)=C)C=C(C)C=1CC1OC(C(OC)=O)=CC=1>O.CS(C)=O>[CH3:40][C:35]1[CH:36]=[C:37]([CH3:39])[CH:38]=[C:23]([O:22][CH2:21][CH2:3][CH2:4][C:5]([CH3:20])=[CH2:6])[C:24]=1[CH2:25][C:26]1[O:30][C:29]([C:31]([O:33][CH3:34])=[O:32])=[CH:28][CH:27]=1 |f:3.4|. Reported procedure: In a 500-mL round-bottom flask, a mixture of methyl 5-(4-methoxy-2,6-dimethylbenzyl)-2-furoate (202) and methyl 5-(2-methoxy-4,6-dimethylbenzyl)-2-furoate (203) (4.52 g, 17.38 mmol) and anhydrous DMSO (50 mL) were placed. To this solution, 1-chloro-3-methylbut-2-ene (1.91 g, 18.25 mmol) and potassium tert-butoxide (2.25 g, 20.07 mmol) were added. The reaction mixture was placed under nitrogen and stirred at room temperature for 3 hours. The reaction mixture was poured into, water and extracted w... Starting materials: C1(=CC=CC=C1)N[C@H](CC#N)C ((3S)-3-(Phenylamino)butanenitrile), Intermediate 105, C1CC(=O)N(C1=O)Br (NBS). Conditions: time 20 minute. As a reaction SMILES: [C:1]1([NH:7][C@@H:8]([CH3:12])[CH2:9][C:10]#[N:11])[CH:6]=[CH:5][CH:4]=[CH:3][CH:2]=1.C1C(=O)N([Br:20])C(=O)C1>CN(C)C=O>[Br:20][C:4]1[CH:5]=[CH:6][C:1]([NH:7][C@@H:8]([CH3:12])[CH2:9][C:10]#[N:11])=[CH:2][CH:3]=1. Procedure: (3S)-3-(Phenylamino)butanenitrile (for a preparation see Intermediate 105) (11.3526 g, 70.9 mmol) was taken up in N,N-dimethylformamide (DMF) (200 mL) under nitrogen and cooled in an ice-bath. NBS (12.61 g, 70.9 mmol) was added and the reaction stirred. After 20 min, the reaction was partitioned between EtOAc (1000 mL) and water (500 mL). The organic layer was washed with 2M NaOH×2, water and brine (500 mL each) and then dried with Na2SO4, filtered and concentrated to yield the product as a crea... Yields the product BrC1=CC=C(C=C1)N[C@H](CC#N)C ((3S)-3-[(4-Bromophenyl)amino]butanenitrile). The solvent is CN(C=O)C (N,N-dimethylformamide). Reactants: C(C)(C)(C)C1=CC=C(C=C1)S(=O)(=O)NC1=C(C=C(C=C1)Cl)N1N=CC(=C1)CO (4-tert-butyl-N-[4-chloro-2-(4-hydroxymethyl-pyrazol-1-yl)-phenyl]-benzenesulfonamide), CC(=O)OI1(C=2C=CC=CC2C(=O)O1)(OC(=O)C)OC(=O)C (Dess-Martin periodinane), [O-]S(=O)(=S)[O-].[Na+].[Na+] (Na2S2O3), C(=O)(O)[O-].[Na+] (NaHCO3). The solvent is C(Cl)Cl (CH2Cl2). Reaction conditions: time 3 hour. The product is C(C)(C)(C)C1=CC=C(C=C1)S(=O)(=O)NC1=C(C=C(C=C1)Cl)N1N=CC(=C1)C=O (4-tert-butyl-N-[4-chloro-2-(4-formyl-pyrazol-1-yl)-phenyl]-benzenesulfonamide). RXN SMILES: [C:1]([C:5]1[CH:10]=[CH:9][C:8]([S:11]([NH:14][C:15]2[CH:20]=[CH:19][C:18]([Cl:21])=[CH:17][C:16]=2[N:22]2[CH:26]=[C:25]([CH2:27][OH:28])[CH:24]=[N:23]2)(=[O:13])=[O:12])=[CH:7][CH:6]=1)([CH3:4])([CH3:3])[CH3:2].CC(OI1(OC(C)=O)(OC(C)=O)OC(=O)C2C=CC=CC1=2)=O.[O-]S([O-])(=S)=O.[Na+].[Na+].C([O-])(O)=O.[Na+]>C(Cl)Cl>[C:1]([C:5]1[CH:6]=[CH:7][C:8]([S:11]([NH:14][C:15]2[CH:20]=[CH:19][C:18]([Cl:21])=[CH:17][C:16]=2[N:22]2[CH:26]=[C:25]([CH:27]=[O:28])[CH:24]=[N:23]2)(=[O:13])=[O:12])=[CH:9][CH:10]=1)([CH3:4])([CH3:2])[CH3:3] |f:2.3.4,5.6|. Procedure: To a solution of 4-tert-butyl-N-[4-chloro-2-(4-hydroxymethyl-pyrazol-1-yl)-phenyl]-benzenesulfonamide (synthesized according to general procedure LL, 31 mg, 0.074 mmol) in CH2Cl2 (3 mL) was added Dess-Martin periodinane (34 mg, 0.33 mmol) and the reaction was stirred for 3 hours at room temperature. 10% Na2S2O3 (5 mL) and saturated aqueous NaHCO3 (5 mL) were added sequentially and the mixture was stirred an additional 30 minutes. The aqueous layer was subsequently separated and extracted with Et...